From a dataset of the Open Reaction Database (ORD), a public repository of structured organic reaction records. describe an organic reaction: reactants, conditions, products, and yield Starting materials: CCOC(=O)c1nc(COC(C)=O)[nH]c1C(=O)OCC, CCOCc1nc(C(C)(C)O)c(C(=O)OCC)[nH]1, C[Mg+], CCOC(C)=O, [I-]. Product: CCOC(=O)c1[nH]c(COC(C)=O)nc1C(C)(C)O. As a reaction SMILES: [C:19]([O:20][CH2:22][c:23]1[nH:24][c:25]([C:26]([O:27][CH2:28][CH3:29])=[O:30])[c:31]([C:32]([O:33][CH2:34][CH3:35])=[O:36])[n:37]1)(=[O:21])[CH3:38].[CH2:1]([CH3:2])[O:3][CH2:4][c:5]1[nH:6][c:7]([C:14](=[O:15])[O:16][CH2:17][CH3:18])[c:8]([C:10]([CH3:11])([CH3:12])[OH:13])[n:9]1.[CH3:40][Mg+:41].[CH3:42][CH2:43][O:44][C:45](=[O:46])[CH3:47].[I-:39]>>[C:1]([CH3:2])([O:3][CH2:4][c:5]1[nH:6][c:7]([C:14](=[O:15])[O:16][CH2:17][CH3:18])[c:8]([C:10]([CH3:11])([CH3:12])[OH:13])[n:9]1)=[O:21]. The product is ClC1=CC=C(C=C1)C(=CC=O)C=1C=NC=CC1 (3-(4-Chlorophenyl)-3-(3-pyridyl)-2-propenal). The yield is 100.8%. The solvent is C(Cl)(Cl)Cl (chloroform). Reagents/catalysts: [O-2].[O-2].[Mn+4] (manganese dioxide). The reactants are ClC1=CC=C(C=C1)C(=CCO)C=1C=NC=CC1 (3-(4-chlorophenyl)-3-(3-pyridyl)-2-propen-1-ol). As a reaction SMILES: [Cl:1][C:2]1[CH:7]=[CH:6][C:5]([C:8]([C:12]2[CH:13]=[N:14][CH:15]=[CH:16][CH:17]=2)=[CH:9][CH2:10][OH:11])=[CH:4][CH:3]=1>C(Cl)(Cl)Cl.[O-2].[O-2].[Mn+4]>[Cl:1][C:2]1[CH:3]=[CH:4][C:5]([C:8]([C:12]2[CH:13]=[N:14][CH:15]=[CH:16][CH:17]=2)=[CH:9][CH:10]=[O:11])=[CH:6][CH:7]=1 |f:2.3.4|. Reaction conditions: time 8 hour. Procedure details: A mixture of 0.30 g 3-(4-chlorophenyl)-3-(3-pyridyl)-2-propen-1-ol and 1.5 g manganese dioxide in 15 ml chloroform was stirred overnight at room temperature under nitrogen. Filtration and evaporation of the solvent gave 0.30 g of a yellow oil, which contained the isomeric aldehydes in a Z/E ratio of circa 60/40 according to NMR. The crude product was used directly in the reductive dimethylamination according to Example 15. Starting materials: BrC1=CC=C(C=C1)C1=NC=CC2=C(C=CC=C12)C (1-(4-Bromophenyl)-5-methylisoquinoline), BrN1C(CCC1=O)=O (N-bromosuccinimide). Run in C(Cl)(Cl)(Cl)Cl (carbon tetrachloride). Run at time 30 minute. Product: BrC1=CC=C(C=C1)C1=NC=CC2=C(C=CC=C12)CBr (1-(4-bromophenyl)-5-bromomethylisoquinoline). As a reaction SMILES: [Br:1][C:2]1[CH:7]=[CH:6][C:5]([C:8]2[C:17]3[C:12](=[C:13]([CH3:18])[CH:14]=[CH:15][CH:16]=3)[CH:11]=[CH:10][N:9]=2)=[CH:4][CH:3]=1.[Br:19]N1C(=O)CCC1=O>C(Cl)(Cl)(Cl)Cl>[Br:1][C:2]1[CH:7]=[CH:6][C:5]([C:8]2[C:17]3[C:12](=[C:13]([CH2:18][Br:19])[CH:14]=[CH:15][CH:16]=3)[CH:11]=[CH:10][N:9]=2)=[CH:4][CH:3]=1. Procedure: 1-(4-Bromophenyl)-5-methylisoquinoline (26 g) was dissolved in 200 ml of carbon tetrachloride, and 17.6 g of N-bromosuccinimide was added. Under irradiation of light, the mixture was heated with stirring for 30 minutes. After the reaction, the insoluble matter was removed by filtration. The filtrate was washed in water, dried, and concentrated to remove the solvent. Thus, 1-(4-bromophenyl)-5-bromomethylisoquinoline was obtained. The product was dissolved in 150 ml of acetic acid, and 30 g of anh... The reactants are CCOC(=O)CCCC1CCCC(OCc2nc(-c3cccc(OC)c3)oc2C)C1, Cl, [Li+], C1CCOC1, [OH-], O. The product is COc1cccc(-c2nc(COC3CCCC(CCCC(=O)O)C3)c(C)o2)c1. As a reaction SMILES: [CH3:1][O:2][c:3]1[cH:4][c:5](-[c:9]2[o:10][c:11]([CH3:30])[c:12]([CH2:14][O:15][CH:16]3[CH2:17][CH:18]([CH2:22][CH2:23][CH2:24][C:25](=[O:26])[O:27][CH2:28][CH3:29])[CH2:19][CH2:20][CH2:21]3)[n:13]2)[cH:6][cH:7][cH:8]1.[ClH:33].[Li+:31].[O:34]1[CH2:35][CH2:36][CH2:37][CH2:38]1.[OH-:32].[OH2:39]>>[CH3:1][O:2][c:3]1[cH:4][c:5](-[c:9]2[o:10][c:11]([CH3:30])[c:12]([CH2:14][O:15][CH:16]3[CH2:17][CH:18]([CH2:22][CH2:23][CH2:24][C:25](=[O:26])[OH:27])[CH2:19][CH2:20][CH2:21]3)[n:13]2)[cH:6][cH:7][cH:8]1. Reactants: ClC1(SC=C(N1)Cl)S(=O)(=O)Cl (2,4-dichlorothiazole-sulphonyl chloride), CC(CN)(C)C (2,2-dimethylpropylamine). Yields the product CC(CN(S(=O)(=O)C=1SC=C(N1)Cl)NCC(C)(C)C)(C)C (N-(2,2-dimethylpropyl)-2-N-(2, 2-dimethyl-propylamino)-4-chlorothiazolesulphonamide). Isolated yield 67.0%. Reaction SMILES: Cl[C:2]1([S:8](Cl)(=[O:10])=[O:9])[NH:6][C:5]([Cl:7])=[CH:4][S:3]1.[CH3:12][C:13]([CH3:17])([CH3:16])[CH2:14][NH2:15]>>[CH3:12][C:13]([CH3:17])([CH3:16])[CH2:14][N:15]([NH:15][CH2:14][C:13]([CH3:17])([CH3:16])[CH3:12])[S:8]([C:2]1[S:3][CH:4]=[C:5]([Cl:7])[N:6]=1)(=[O:10])=[O:9]. Reported procedure: In analogy to Example 13, the N-(2,2-dimethylpropyl)-2-N-(2, 2-dimethyl-propylamino)-4-chlorothiazolesulphonamide was prepared by reacting 2,4-dichlorothiazolesulphonyl chloride from Example 1 with 2,2-dimethylpropylamine. Following recrystallization from toluene, the product of m.p. 157° C. was obtained in 67% yield. Reactants: CCN(C(C)C)C(C)C (DIEA), CS(=O)(=O)C1=CC=C(S1)C1=CC=C(C(=O)O)C=C1 (4-(5-methanesulfonyl-thiophen-2-yl)-benzoic acid), C=1C=CC2=C(C1)N=NN2O (HOBt), [Li] (Lithium), CCN=C=NCCCN(C)C.Cl (EDC-HCl), N1[C@@H](CCC1)CN1CCCC1 ((S)(+)-1-(2-pyrrolidinylmethyl)pyrrolidine). Run in CN(C)C=O.ClCCl (DMF dichloromethane). Yields the product CS(=O)(=O)C1=CC=C(S1)C1=CC=C(C=C1)C(=O)N1[C@@H](CCC1)CN1CCCC1 ([4-(5-Methanesulfonyl-thiophen-2-yl)-phenyl]-(2(S)-pyrrolidin-1-ylmethyl-pyrrolidin-1-yl)-methanone). Isolated yield 57.0%. Reaction SMILES: [CH3:1][S:2]([C:5]1[S:9][C:8]([C:10]2[CH:18]=[CH:17][C:13]([C:14]([OH:16])=O)=[CH:12][CH:11]=2)=[CH:7][CH:6]=1)(=[O:4])=[O:3].[Li].CCN=C=NCCCN(C)C.Cl.C1C=CC2N(O)N=NC=2C=1.CCN(C(C)C)C(C)C.[NH:51]1[CH2:55][CH2:54][CH2:53][C@H:52]1[CH2:56][N:57]1[CH2:61][CH2:60][CH2:59][CH2:58]1>CN(C=O)C.ClCCl>[CH3:1][S:2]([C:5]1[S:9][C:8]([C:10]2[CH:11]=[CH:12][C:13]([C:14]([N:51]3[CH2:55][CH2:54][CH2:53][C@H:52]3[CH2:56][N:57]3[CH2:61][CH2:60][CH2:59][CH2:58]3)=[O:16])=[CH:17][CH:18]=2)=[CH:7][CH:6]=1)(=[O:3])=[O:4] |f:2.3,7.8,^1:18|. Procedure: The title compound is prepared in a manner substantially analogous to General Procedure D in 8 mL 37% DMF/dichloromethane using 4-(5-methanesulfonyl-thiophen-2-yl)-benzoic acid, Lithium salt (92 mg, 0.32 mmol), EDC-HCl (92 mg, 0.48 mmol), HOBt (65 mg, 0.48 mmol), DIEA (0.14 mL, 0.8 mmol) and (S)(+)-1-(2-pyrrolidinylmethyl)pyrrolidine (45 mg, 0.29 mmol) to give the title compound (60 mg, 57% yield). MS (ES+) 419.2 (M+H)+